This data is from the Open Reaction Database (ORD), a public repository of structured organic reaction records. The task is: describe an organic reaction: reactants, conditions, products, and yield The reactants are ClC1=C(C=C(C(=C1)Cl)[N+](=O)[O-])[N+](=O)[O-] (2,4-dichloro-1,5-dinitrobenzene), NC1=CC=C(C=C1)CCO (4-aminophenylethyl alcohol). Product: ClC=1C(=CC(=C(NC2=CC=C(C=C2)CCO)C1)[N+](=O)[O-])[N+](=O)[O-] (2-[4-(5-Chloro-2,4-dinitroanilino)phenyl]ethanol). RXN SMILES: Cl[C:2]1[CH:7]=[C:6]([Cl:8])[C:5]([N+:9]([O-:11])=[O:10])=[CH:4][C:3]=1[N+:12]([O-:14])=[O:13].[NH2:15][C:16]1[CH:21]=[CH:20][C:19]([CH2:22][CH2:23][OH:24])=[CH:18][CH:17]=1>>[Cl:8][C:6]1[C:5]([N+:9]([O-:11])=[O:10])=[CH:4][C:3]([N+:12]([O-:14])=[O:13])=[C:2]([CH:7]=1)[NH:15][C:16]1[CH:21]=[CH:20][C:19]([CH2:22][CH2:23][OH:24])=[CH:18][CH:17]=1. Procedure details: The title compound was prepared according to the procedure described in step 3 of Example 1 from 2,4-dichloro-1,5-dinitrobenzene and 4-aminophenylethyl alcohol.